Task: describe an organic reaction: reactants, conditions, products, and yield. Dataset: the Open Reaction Database (ORD), a public repository of structured organic reaction records The reactants are [Na] (sodium), C(=O)C1=CC=C(OC(C(=O)OCC)(C)C)C=C1 (ethyl 2-(4-formylphenoxy)-2,2-dimethylacetate), C(C)C(=O)C (methyl ethyl ketone). Solvent: C(C)O (ethanol). Yields the product C(CC)(=O)C#CC1=CC=C(OC(C(=O)OCC)(C)C)C=C1 (ethyl 2-[4-(2-propionylethynyl)phenoxy]-2,2-dimethylacetate), ( 1.5522 ). RXN SMILES: [CH:1]([C:3]1[CH:17]=[CH:16][C:6]([O:7][C:8]([CH3:15])([CH3:14])[C:9]([O:11][CH2:12][CH3:13])=[O:10])=[CH:5][CH:4]=1)=O.[CH2:18]([C:20]([CH3:22])=[O:21])[CH3:19].[Na]>C(O)C>[C:20]([C:22]#[C:1][C:3]1[CH:17]=[CH:16][C:6]([O:7][C:8]([CH3:15])([CH3:14])[C:9]([O:11][CH2:12][CH3:13])=[O:10])=[CH:5][CH:4]=1)(=[O:21])[CH2:18][CH3:19] |^1:22|. Procedure details: Following the procedure in Example 1 using 7.1 parts of ethyl 2-(4-formylphenoxy)-2,2-dimethylacetate and 4.5 parts of methyl ethyl ketone in 10 parts by volume of ethanol containing 0.1 part of sodium metal provides ethyl 2-[4-(2-propionylethynyl)phenoxy]-2,2-dimethylacetate as an oil (1.5522). This compound has the following structural formula. ##SPC13## The reactants are N[C@H](CN(C)C)C1=CC=CC=C1 (N-[(2S)-2-amino-2-phenylethyl]-N,N-dimethylamine), C(C)(C)N(CC)C(C)C (diisopropylethyl amine), ClC(Cl)(OC(OC(Cl)(Cl)Cl)=O)Cl (triphosgene). Solvent: C(Cl)Cl (DCM), C(Cl)Cl (DCM), C(Cl)Cl (DCM). Conditions: temperature 0 celsius, time 2 hour. Product: Cl.N(=C=O)[C@H](CN(C)C)C1=CC=CC=C1 (N-[(25)-2-isocyanato-2-phenylethyl]-N,N-dimethylamine hydrochloride). Reaction SMILES: [Cl:1]C(Cl)(O[C:5](=[O:11])OC(Cl)(Cl)Cl)Cl.C(N(C(C)C)CC)(C)C.[NH2:22][C@@H:23]([C:28]1[CH:33]=[CH:32][CH:31]=[CH:30][CH:29]=1)[CH2:24][N:25]([CH3:27])[CH3:26]>C(Cl)Cl>[ClH:1].[N:22]([C@@H:23]([C:28]1[CH:33]=[CH:32][CH:31]=[CH:30][CH:29]=1)[CH2:24][N:25]([CH3:27])[CH3:26])=[C:5]=[O:11] |f:4.5|. Reported procedure: To a cooled (0° C.) and stirred solution of triphosgene (27.1 g, 91.32 mmol) in DCM (250 mL) was drop wise added a solution of diisopropylethyl amine (23.6 g, 182.26 mmol) in DCM (50 mL) over a period of 20 min. A solution of N-[(2S)-2-amino-2-phenylethyl]-N,N-dimethylamine (54e, 15.0 g, 91.32 mmol) in DCM (100 mL) was drop wise added to the brown reaction mixture while maintaining the temperature below 10° C. The resulting reaction mixture was removed from cooling and stirred for 2 h at room te... Starting materials: CC1=C(c2ccncc2)SC(OC(=O)c2cccc(Cl)c2)C(=O)N1, Nc1ccccc1. Product: CC1=C(c2ccncc2)SC(Nc2ccccc2)C(=O)N1. RXN SMILES: [Cl:1][c:2]1[cH:3][c:4]([C:22]([O:23][CH:8]2[S:9][C:10]([c:16]3[cH:17][cH:18][n:19][cH:20][cH:21]3)=[C:11]([CH3:15])[NH:12][C:13]2=[O:14])=[O:24])[cH:5][cH:6][cH:7]1.[NH2:25][c:26]1[cH:27][cH:28][cH:29][cH:30][cH:31]1>>[CH:8]1([NH:25][c:26]2[cH:27][cH:28][cH:29][cH:30][cH:31]2)[S:9][C:10]([c:16]2[cH:17][cH:18][n:19][cH:20][cH:21]2)=[C:11]([CH3:15])[NH:12][C:13]1=[O:14]. Reactants: CC(C)(C)ON1C(=O)c2ccc(N3CCCC3)c3cc([N+](=O)[O-])cc(c23)C1=O, O=C(O)C(F)(F)F, O. Yields the product O=C1c2ccc(N3CCCC3)c3cc([N+](=O)[O-])cc(c23)C(=O)N1O. Reaction SMILES: [C:1]([CH3:2])([CH3:3])([CH3:4])[O:5][N:6]1[C:7](=[O:28])[c:8]2[cH:9][cH:10][c:11]([N:23]3[CH2:24][CH2:25][CH2:26][CH2:27]3)[c:12]3[c:13]2[c:14]([cH:17][c:18]([N+:20](=[O:21])[O-:22])[cH:19]3)[C:15]1=[O:16].[F:29][C:30]([F:31])([F:32])[C:33]([OH:34])=[O:35].[OH2:36]>>[OH:5][N:6]1[C:7](=[O:28])[c:8]2[cH:9][cH:10][c:11]([N:23]3[CH2:24][CH2:25][CH2:26][CH2:27]3)[c:12]3[c:13]2[c:14]([cH:17][c:18]([N+:20](=[O:21])[O-:22])[cH:19]3)[C:15]1=[O:16]. Starting materials: IC1=CC2=C(N(C=N2)C(C)C2=CC(=C(C=C2)OCC=2C=NC(=CC2)C(F)(F)F)OC)C=C1 (5-iodo-1-(1-(3-methoxy-4-((6-(trifluoromethyl)pyridin-3-yl)methoxy)phenyl)ethyl)-1H-benzo[d]imidazole), FC1=CC=C(C=C1)B(O)O ((4-fluorophenyl)boronic acid), [O-]P(=O)([O-])[O-].[K+].[K+].[K+] (potassium phosphate tribasic), O (water). Reagents/catalysts: CC(C)C1=CC(=C(C(=C1)C(C)C)C2=CC=CC=C2P(C3CCCCC3)C4CCCCC4)C(C)C.C1=CC=C([C-]=C1)CCN.Cl[Pd+] (XPhos precatalyst). Run in O1CCCC1 (tetrahydrofuran). Run at temperature 75 celsius, time 45 minute. The product is FC1=CC=C(C=C1)C1=CC2=C(N(C=N2)C(C)C2=CC(=C(C=C2)OCC=2C=NC(=CC2)C(F)(F)F)OC)C=C1 (5-(4-fluorophenyl)-1-(1-(3-methoxy-4-((6-(trifluoromethyl)pyridin-3-yl)methoxy)phenyl)ethyl)-1H-benzo[d]imidazole). The yield is 115.5%. RXN SMILES: I[C:2]1[CH:32]=[CH:31][C:5]2[N:6]([CH:9]([C:11]3[CH:16]=[CH:15][C:14]([O:17][CH2:18][C:19]4[CH:20]=[N:21][C:22]([C:25]([F:28])([F:27])[F:26])=[CH:23][CH:24]=4)=[C:13]([O:29][CH3:30])[CH:12]=3)[CH3:10])[CH:7]=[N:8][C:4]=2[CH:3]=1.[F:33][C:34]1[CH:39]=[CH:38][C:37](B(O)O)=[CH:36][CH:35]=1.[O-]P([O-])([O-])=O.[K+].[K+].[K+].O>O1CCCC1.CC(C1C=C(C(C)C)C(C2C(P(C3CCCCC3)C3CCCCC3)=CC=CC=2)=C(C(C)C)C=1)C.C1C=[C-]C(CCN)=CC=1.Cl[Pd+]>[F:33][C:34]1[CH:39]=[CH:38][C:37]([C:2]2[CH:32]=[CH:31][C:5]3[N:6]([CH:9]([C:11]4[CH:16]=[CH:15][C:14]([O:17][CH2:18][C:19]5[CH:20]=[N:21][C:22]([C:25]([F:27])([F:26])[F:28])=[CH:23][CH:24]=5)=[C:13]([O:29][CH3:30])[CH:12]=4)[CH3:10])[CH:7]=[N:8][C:4]=3[CH:3]=2)=[CH:36][CH:35]=1 |f:2.3.4.5,8.9.10|. Procedure: To a stirred solution of 5-iodo-1-(1-(3-methoxy-4-((6-(trifluoromethyl)pyridin-3-yl)methoxy)phenyl)ethyl)-1H-benzo[d]imidazole (0.248 g, 0.45 mmol), (4-fluorophenyl)boronic acid (0.088 g, 0.63 mmol), and potassium phosphate tribasic (0.485 g, 2.24 mmol) in tetrahydrofuran (7 mL)/water (5 mL) was added 2nd generation XPhos precatalyst (0.024 g, 0.031 mmol). The yellow solution was degassed under vacuum/backfilled with nitrogen (×3). The mixture was heated to 75° C. After 45 min, the brown reactio...